This data is from the Open Reaction Database (ORD), a public repository of structured organic reaction records. The task is: describe an organic reaction: reactants, conditions, products, and yield Starting materials: COC(=O)c1cc([N+](=O)[O-])cc(Cl)c1OC1CCN(C(=O)OC(C)(C)C)CC1, CCCCCC, Cl. The product is CC(C)(C)OC(=O)N1CCC(Oc2c(Cl)cc([N+](=O)[O-])cc2C(=O)O)CC1. As a reaction SMILES: [C:1]([CH3:2])([CH3:3])([CH3:4])[O:5][C:6](=[O:7])[N:8]1[CH2:9][CH2:10][CH:11]([O:14][c:15]2[c:16]([Cl:28])[cH:17][c:18]([N+:25](=[O:26])[O-:27])[cH:19][c:20]2[C:21](=[O:22])[O:23][CH3:24])[CH2:12][CH2:13]1.[CH3:29][CH2:30][CH2:31][CH2:32][CH2:33][CH3:34].[ClH:35]>>[C:1]([CH3:2])([CH3:3])([CH3:4])[O:5][C:6](=[O:7])[N:8]1[CH2:9][CH2:10][CH:11]([O:14][c:15]2[c:16]([Cl:28])[cH:17][c:18]([N+:25](=[O:26])[O-:27])[cH:19][c:20]2[C:21](=[O:22])[OH:23])[CH2:12][CH2:13]1. Conditions: time 8 hour. Run in CCOCC (ether). As a reaction SMILES: [C:1]([CH:5]1[CH2:9][S:8][CH:7]([CH3:10])[C:6]1=[N:11]O)([O:3][CH3:4])=[O:2].[ClH:13]>CCOCC>[ClH:13].[NH2:11][C:6]1[C:5]([C:1]([O:3][CH3:4])=[O:2])=[CH:9][S:8][C:7]=1[CH3:10] |f:3.4|. Product: Cl.NC1=C(SC=C1C(=O)OC)C (3-amino-4-carbomethoxy-2-methylthiophene hydrochloride). The reactants are C(=O)(OC)C1C(C(SC1)C)=NO (4-carbomethoxy-3-keto-2-methyltetrahydrothiophene oxime), Cl (hydrogen chloride). Procedure: A solution of 41.1 g. (0.217 mole) of 4-carbomethoxy-3-keto-2-methyltetrahydrothiophene oxime in 600 ml. anhydrous ether, previously saturated with gaseous hydrogen chloride at 0°, was allowed to stir at 25° overnight. The separated solid was collected, washed well with ether, and dried to afford 33.2 g. Evaporation of the filtrate yielded after recrystallization of the residue an additional 4.2 g. to afford a total yield of pure 3-amino-4-carbomethoxy-2-methylthiophene hydrochloride of 37.4 g. ... Starting materials: CCc1cc(Nc2cc(-c3cccc(N4CCn5c(cc6c5CCCC6)C4=O)c3COC(C)=O)cn(C)c2=O)n[nH]1, C1CCOC1, CC(C)O, [Li+], [OH-], O, O. Product: CCc1cc(Nc2cc(-c3cccc(N4CCn5c(cc6c5CCCC6)C4=O)c3CO)cn(C)c2=O)n[nH]1. Reaction SMILES: [C:1](=[O:2])([CH3:3])[O:4][CH2:5][c:6]1[c:7](-[c:26]2[cH:27][n:28]([CH3:41])[c:29](=[O:40])[c:30]([NH:32][c:33]3[n:34][nH:35][c:36]([CH2:38][CH3:39])[cH:37]3)[cH:31]2)[cH:8][cH:9][cH:10][c:11]1[N:12]1[C:13](=[O:25])[c:14]2[n:15]([c:16]3[c:21]([cH:22]2)[CH2:20][CH2:19][CH2:18][CH2:17]3)[CH2:23][CH2:24]1.[CH2:45]1[O:46][CH2:47][CH2:48][CH2:49]1.[CH:50]([OH:51])([CH3:52])[CH3:53].[Li+:43].[OH-:42].[OH2:44].[OH2:54]>>[OH:4][CH2:5][c:6]1[c:7](-[c:26]2[cH:27][n:28]([CH3:41])[c:29](=[O:40])[c:30]([NH:32][c:33]3[n:34][nH:35][c:36]([CH2:38][CH3:39])[cH:37]3)[cH:31]2)[cH:8][cH:9][cH:10][c:11]1[N:12]1[C:13](=[O:25])[c:14]2[n:15]([c:16]3[c:21]([cH:22]2)[CH2:20][CH2:19][CH2:18][CH2:17]3)[CH2:23][CH2:24]1. Reactants: O=C(Cl)c1ccccc1, NCCc1ccccc1, ClCCl, O=C(Cl)C(Cl)Cl, [Na+], [OH-], O, c1ccc(C2NCCc3ccccc32)cc1, c1ccc2cnccc2c1. The product is O=C(C(Cl)Cl)N1CCc2ccccc2C1c1ccccc1. As a reaction SMILES: [C:10]([Cl:11])(=[O:12])[c:13]1[cH:14][cH:15][cH:16][cH:17][cH:18]1.[CH2:1]([NH2:2])[CH2:3][c:4]1[cH:5][cH:6][cH:7][cH:8][cH:9]1.[CH2:54]([Cl:55])[Cl:56].[Cl:47][CH:48]([Cl:49])[C:50]([Cl:51])=[O:52].[Na+:46].[OH-:45].[OH2:53].[c:19]1([CH:25]2[NH:26][CH2:27][CH2:28][c:29]3[cH:30][cH:31][cH:32][cH:33][c:34]32)[cH:20][cH:21][cH:22][cH:23][cH:24]1.[cH:35]1[cH:36][c:37]2[c:38]([cH:39][n:40][cH:41][cH:42]2)[cH:43][cH:44]1>>[c:19]1([CH:25]2[N:26]([C:50]([CH:48]([Cl:47])[Cl:49])=[O:52])[CH2:27][CH2:28][c:29]3[cH:30][cH:31][cH:32][cH:33][c:34]32)[cH:20][cH:21][cH:22][cH:23][cH:24]1. Starting materials: O1CCOCC1 (1,4-dioxane), BrC1=C/C(/OC1(C)C)=C/1\C(NC2=CC(=CC=C12)F)=O ((3E)-3-(4-bromo-5,5-dimethylfuran-2(5H)-ylidene)-6-fluoro-1,3-dihydro-2H-indol-2-one), FC1=CC=C(C=N1)B(O)O (6-fluoropyridin-3-ylboronic acid), C(=O)([O-])[O-].[Na+].[Na+] (Na2CO3). The reagents and catalysts are Cl[Pd]([P](C1=CC=CC=C1)(C2=CC=CC=C2)C3=CC=CC=C3)([P](C4=CC=CC=C4)(C5=CC=CC=C5)C6=CC=CC=C6)Cl (PdCl2(PPh3)2). Run in O (water). Conditions: temperature 88 celsius. The product is FC1=CC=C2\C(\C(NC2=C1)=O)=C\1/OC(C(=C1)C=1C=NC(=CC1)F)(C)C ((3E)-6-fluoro-3-[4-(6-fluoropyridin-3-yl)-5,5-dimethylfuran-2(5H)-ylidene]-1,3-dihydro-2H-indol-2-one). Reaction SMILES: O1CCOCC1.Br[C:8]1[C:12]([CH3:14])([CH3:13])[O:11]/[C:10](=[C:15]2/[C:16](=[O:25])[NH:17][C:18]3[C:23]/2=[CH:22][CH:21]=[C:20]([F:24])[CH:19]=3)/[CH:9]=1.[F:26][C:27]1[N:32]=[CH:31][C:30](B(O)O)=[CH:29][CH:28]=1.C([O-])([O-])=O.[Na+].[Na+]>Cl[Pd](Cl)([P](C1C=CC=CC=1)(C1C=CC=CC=1)C1C=CC=CC=1)[P](C1C=CC=CC=1)(C1C=CC=CC=1)C1C=CC=CC=1.O>[F:24][C:20]1[CH:19]=[C:18]2[C:23](/[C:15](=[C:10]3\[O:11][C:12]([CH3:14])([CH3:13])[C:8]([C:30]4[CH:31]=[N:32][C:27]([F:26])=[CH:28][CH:29]=4)=[CH:9]\3)/[C:16](=[O:25])[NH:17]2)=[CH:22][CH:21]=1 |f:3.4.5,^1:44,63|. Reported procedure: To 10 mL of 1,4-dioxane were added (3E)-3-(4-bromo-5,5-dimethylfuran-2(5H)-ylidene)-6-fluoro-1,3-dihydro-2H-indol-2-one (200 mg, 0.62 mmol), 6-fluoropyridin-3-ylboronic acid (104 mg, 0.74 mmol), PdCl2(PPh3)2 (22 mg, 0.031 mmol), 1M Na2CO3 aqueous solution (2.5 mL, 2.5 mmol). The mixture was heated at 88° C. under N2 for 2 hours, cooled to room temperature and poured into 100 mL of water. The precipitates were filtered, washed with water and dried to give the crude product. Purification of the cr... Starting materials: COC(CCOC1=CC=C(C=C1)N1C(=C(C=C1C1=CC=CC=C1)C1=CC=CC=C1)C)=O (3-[4-(2-methyl-3,5-diphenyl-pyrrol-1-yl)-phenoxy]-propionic acid methyl ester), [Li+].[OH-] (LiOH), CO (MeOH), O (H2O). Run in C1CCOC1 (THF). Reaction conditions: temperature 40 celsius. Yields the product CC=1N(C(=CC1C1=CC=CC=C1)C1=CC=CC=C1)C1=CC=C(OCCC(=O)O)C=C1 (3-[4-(2-Methyl-3,5-diphenyl-pyrrol-1-yl)-phenoxy]-propionic acid). The yield is 18.9%. As a reaction SMILES: C[O:2][C:3](=[O:31])[CH2:4][CH2:5][O:6][C:7]1[CH:12]=[CH:11][C:10]([N:13]2[C:17]([C:18]3[CH:23]=[CH:22][CH:21]=[CH:20][CH:19]=3)=[CH:16][C:15]([C:24]3[CH:29]=[CH:28][CH:27]=[CH:26][CH:25]=3)=[C:14]2[CH3:30])=[CH:9][CH:8]=1.[Li+].[OH-].CO.O>C1COCC1>[CH3:30][C:14]1[N:13]([C:10]2[CH:9]=[CH:8][C:7]([O:6][CH2:5][CH2:4][C:3]([OH:31])=[O:2])=[CH:12][CH:11]=2)[C:17]([C:18]2[CH:23]=[CH:22][CH:21]=[CH:20][CH:19]=2)=[CH:16][C:15]=1[C:24]1[CH:25]=[CH:26][CH:27]=[CH:28][CH:29]=1 |f:1.2|. Procedure: A mixture of 3-[4-(2-methyl-3,5-diphenyl-pyrrol-1-yl)-phenoxy]-propionic acid methyl ester (51 mg; 0.12 mmol) and LiOH (5.4 mg; 0.23 mmol) in THF (1.0 mL)/MeOH (0.5 mL)/H2O (0.4 mL) was heated at 40° C. for 4 h then quenched with aq. citric acid. Product was extracted into EtOAc then washed with water and satd NaCl; then dried over MgSO4, filtered through silica with an EtOAc wash, concd then purified by MPLC (silica; 0-->100% EtOAc in hexanes gradient) yielding product as a grey solid (9 mg). 1... The reactants are [N+](=O)([O-])C1=CC=C(C=C1)NN1C=NN=C1 (4-[(4-nitrophenyl)amino]-4H-1,2,4-triazole), [I-].[Na+] (sodium iodide), potassium carbonate anhydride, [N+](=O)([O-])C1=CC=C(CBr)C=C1 (p-nitrobenzyl bromide). Run in CC(CC)=O (2-butanone). The product is [N+](=O)([O-])C1=CC=C(CN(C2=CC=C(C=C2)[N+](=O)[O-])N2C=NN=C2)C=C1 (4-[N-(4-nitrobenzyl)-N-(4-nitrophenyl)amino]-4H-1,2,4-triazole). Yield: 45.6%. Reaction SMILES: [N+:1]([C:4]1[CH:9]=[CH:8][C:7]([NH:10][N:11]2[CH:15]=[N:14][N:13]=[CH:12]2)=[CH:6][CH:5]=1)([O-:3])=[O:2].[N+:16]([C:19]1[CH:26]=[CH:25][C:22]([CH2:23]Br)=[CH:21][CH:20]=1)([O-:18])=[O:17].[I-].[Na+]>CC(=O)CC>[N+:16]([C:19]1[CH:26]=[CH:25][C:22]([CH2:23][N:10]([N:11]2[CH:15]=[N:14][N:13]=[CH:12]2)[C:7]2[CH:6]=[CH:5][C:4]([N+:1]([O-:3])=[O:2])=[CH:9][CH:8]=2)=[CH:21][CH:20]=1)([O-:18])=[O:17] |f:2.3|. Procedure: To a suspension of 0.37 g of 4-[(4-nitrophenyl)amino]-4H-1,2,4-triazole obtained in Referential Example 3 in 20 ml of 2-butanone were successively added 0.83 g of potassium carbonate anhydride, 1.30 g of p-nitrobenzyl bromide and a catalytic amount of sodium iodide, at room temperature, and the reaction mixture was then heated under reflux for about 2 hours. After cooled, the solvent was removed by distillation under reduced pressure, and a proper amount of water was added to the residue, which ... Reported procedure: 20% Pd(OH)2 --C (Pearlman's catalyst, Aldrich; 0.44 g) was added to a solution of (2S*,3S*,4R*,5R*)-1-benzyloxycarbonyl-4-hydroxymethyl-3-[N-(5-isopropyl-2-methoxybenzyl)amino]-5-methyl-2-phenylpyrrolidine(0.70 g, 1.36 mmol) and HCO2NH4 (0.51 g, 8.16 mmol) in MeOH (20 ml). The reaction mixture was stirred and heated at a gentle reflux for 30 minutes. The catalysts were filtered off by the aid of a Celite pad, and washed with MeOH. The combined filtrate and washings were concentrated in vacuo. Th... The reagents and catalysts are [OH-].[OH-].[Pd+2] (Pearlman's catalyst), [OH-].[OH-].[Pd+2] (Pd(OH)2). RXN SMILES: C(OC([N:11]1[C@H:15]([CH3:16])[C@H:14]([CH2:17][OH:18])[C@H:13]([NH:19][CH2:20][C:21]2[CH:26]=[C:25]([CH:27]([CH3:29])[CH3:28])[CH:24]=[CH:23][C:22]=2[O:30][CH3:31])[C@@H:12]1[C:32]1[CH:37]=[CH:36][CH:35]=[CH:34][CH:33]=1)=O)C1C=CC=CC=1>[OH-].[OH-].[Pd+2].CO>[OH:18][CH2:17][C@@H:14]1[C@@H:15]([CH3:16])[NH:11][C@@H:12]([C:32]2[CH:37]=[CH:36][CH:35]=[CH:34][CH:33]=2)[C@H:13]1[NH:19][CH2:20][C:21]1[CH:26]=[C:25]([CH:27]([CH3:28])[CH3:29])[CH:24]=[CH:23][C:22]=1[O:30][CH3:31] |f:1.2.3|. The product is OC[C@H]1[C@@H]([C@@H](N[C@@H]1C)C1=CC=CC=C1)NCC1=C(C=CC(=C1)C(C)C)OC ((2S*,3S*,4R*,5R*)-4-Hydroxymethyl-3-[N-(5-isopropyl-2-methoxybenzyl)amino]5-methyl-2-phenylpyrrolidine). Reactants: C(C1=CC=CC=C1)OC(=O)N1[C@H]([C@H]([C@H]([C@H]1C)CO)NCC1=C(C=CC(=C1)C(C)C)OC)C1=CC=CC=C1 ((2S*,3S*,4R*,5R*)-1-benzyloxycarbonyl-4-hydroxymethyl-3-[N-(5-isopropyl-2-methoxybenzyl)amino]-5-methyl-2-phenylpyrrolidine). Run in CO (MeOH). The yield is 91.8%. Reported procedure: Prepared analogously to Example 2 from 6-[4-(3,4-dichloro-phenylmercapto)-butoxy]-4,4,8-trimethyl-4H-3,1-benzoxazin-2-one and hydrogen peroxide. RXN SMILES: [Cl:1][C:2]1[CH:3]=[C:4]([S:9][CH2:10][CH2:11][CH2:12][CH2:13][O:14][C:15]2[CH:16]=[C:17]([CH3:28])[C:18]3[NH:23][C:22](=[O:24])[O:21][C:20]([CH3:26])([CH3:25])[C:19]=3[CH:27]=2)[CH:5]=[CH:6][C:7]=1[Cl:8].[OH:29]O>>[Cl:1][C:2]1[CH:3]=[C:4]([S:9]([CH2:10][CH2:11][CH2:12][CH2:13][O:14][C:15]2[CH:16]=[C:17]([CH3:28])[C:18]3[NH:23][C:22](=[O:24])[O:21][C:20]([CH3:25])([CH3:26])[C:19]=3[CH:27]=2)=[O:29])[CH:5]=[CH:6][C:7]=1[Cl:8]. The product is ClC=1C=C(C=CC1Cl)S(=O)CCCCOC=1C=C(C2=C(C(OC(N2)=O)(C)C)C1)C (6-[4-(3,4-Dichloro-phenylsulfinyl)-butoxy]-4,4,8-trimethyl-4H-3,1-benzoxazin-2-one). Starting materials: ClC=1C=C(C=CC1Cl)SCCCCOC=1C=C(C2=C(C(OC(N2)=O)(C)C)C1)C (6-[4-(3,4-dichloro-phenylmercapto)-butoxy]-4,4,8-trimethyl-4H-3,1-benzoxazin-2-one), OO (hydrogen peroxide).